The task is: describe an organic reaction: reactants, conditions, products, and yield. This data is from the Open Reaction Database (ORD), a public repository of structured organic reaction records. Starting materials: [Na] (Sodium), [Na] (sodium), C(=O)(O)C=1C=CC(=NC1)C#N (5-carboxy-2-cyanopyridine), NC1=C(C=CC=C1)S (2-amino-thiophenol). The solvent is C(C)O (ethanol). The product is S1C(=NC2=C1C=CC=C2)C2=NC=C(C=C2)C(=O)O (2-(2-Benzothiazolyl)-5-carboxy-pyridine). As a reaction SMILES: [Na].[C:2]([C:5]1[CH:6]=[CH:7][C:8]([C:11]#[N:12])=[N:9][CH:10]=1)([OH:4])=[O:3].N[C:14]1[CH:19]=[CH:18][CH:17]=[CH:16][C:15]=1[SH:20]>C(O)C>[S:20]1[C:15]2[CH:16]=[CH:17][CH:18]=[CH:19][C:14]=2[N:12]=[C:11]1[C:8]1[CH:7]=[CH:6][C:5]([C:2]([OH:4])=[O:3])=[CH:10][N:9]=1 |^1:0|. Procedure details: Sodium (7.7 mmol) is added to a flask containing 70 ml of ethanol. As soon as the sodium has dissolved, 7 mmol of 5-carboxy-2-cyanopyridine and 8.4 mmol of 2-amino-thiophenol are added and the solution is refluxed for 24 h. The solid formed is filtered off, redissolved in ethanol and water, the solution is made acidic (pH=3) with 2N HCl and evaporated. The residue is dissolved in 100 ml of hot ethyl acetate, the salts are filtered off and the filtrate on cooling gives crystals of the title compo... Reactants: C(CCC)[Li] (n-butyllithium), O (Water), S1C=C(C=C1)C1OCCO1 (2-(thiophen-3-yl)-1,3-dioxolane), CI (methyl iodide). The solvent is CCCCCC (hexane), O1CCCC1 (tetrahydrofuran). Reaction conditions: temperature -10 celsius, time 1 hour. Yields the product CC=1SC=CC1C1OCCO1 (2-(2-methylthiophen-3-yl)-1,3-dioxolane). Yield: 71.0%. Reaction SMILES: [S:1]1[CH:5]=[CH:4][C:3]([CH:6]2[O:10][CH2:9][CH2:8][O:7]2)=[CH:2]1.[CH2:11]([Li])CCC.CI.O>O1CCCC1.CCCCCC>[CH3:11][C:2]1[S:1][CH:5]=[CH:4][C:3]=1[CH:6]1[O:10][CH2:9][CH2:8][O:7]1. Procedure: A solution of 2-(thiophen-3-yl)-1,3-dioxolane (33.6 g) synthesized above in tetrahydrofuran (300 mL) was cooled to −10° C., 1.6M n-butyllithium in hexane solution (148 mL) was added dropwise, and the mixture was stirred for 1 hr under a nitrogen atmosphere. The reaction mixture was cooled to −78° C., methyl iodide (16.1 mL) was added, and the mixture was stirred at −78° C. for 30 min, and then at room temperature for 5 hr. Water was added to quench the reaction, the organic solvent was evaporate...